Dataset: the Open Reaction Database (ORD), a public repository of structured organic reaction records. Task: describe an organic reaction: reactants, conditions, products, and yield The reactants are C(C)OC(CC1=CC2=CC=CC=C2C=C1)=O (naphthalen-2-yl-acetic acid ethyl ester), CN (methylamine). Conditions: time 8 hour. Product: CNC(CC1=CC2=CC=CC=C2C=C1)=O (N-Methyl-2-naphthalen-2-yl-acetamide). As a reaction SMILES: C([O:3][C:4](=O)[CH2:5][C:6]1[CH:15]=[CH:14][C:13]2[C:8](=[CH:9][CH:10]=[CH:11][CH:12]=2)[CH:7]=1)C.[CH3:17][NH2:18]>>[CH3:17][NH:18][C:4](=[O:3])[CH2:5][C:6]1[CH:15]=[CH:14][C:13]2[C:8](=[CH:9][CH:10]=[CH:11][CH:12]=2)[CH:7]=1. Reported procedure: A mixture of naphthalen-2-yl-acetic acid ethyl ester (42.8 g, 200 mmol) and 64 mL of methylamine (40 wt % in H2O) were stirred at room temperature overnight. Then the white precipitate was filtered off and washed with water. After drying in vacuum the title compound was obtained as a white solid. MS (ES+): 226 (M+H)+. The reactants are O=C([O-])[O-], CN(C)C=O, O=C(Nc1cn2nc(I)ccc2n1)C1CC1, [K+], [K+], Nc1cc(O)ccc1Br, O. The product is Nc1cc(Oc2ccc3nc(NC(=O)C4CC4)cn3n2)ccc1Br. Reaction SMILES: [C:26](=[O:27])([O-:28])[O-:29].[CH3:32][N:33]([CH3:34])[CH:35]=[O:36].[I:1][c:2]1[cH:3][cH:4][c:5]2[n:6]([n:7]1)[cH:8][c:9]([NH:11][C:12](=[O:13])[CH:14]1[CH2:15][CH2:16]1)[n:10]2.[K+:30].[K+:31].[NH2:17][c:18]1[cH:19][c:20]([OH:25])[cH:21][cH:22][c:23]1[Br:24].[OH2:37]>>[c:2]1([O:25][c:20]2[cH:19][c:18]([NH2:17])[c:23]([Br:24])[cH:22][cH:21]2)[cH:3][cH:4][c:5]2[n:6]([n:7]1)[cH:8][c:9]([NH:11][C:12](=[O:13])[CH:14]1[CH2:15][CH2:16]1)[n:10]2.